describe an organic reaction: reactants, conditions, products, and yield From a dataset of the Open Reaction Database (ORD), a public repository of structured organic reaction records. Starting materials: B(OC)(OC)OC (trimethyl borate), O (water), BrC1=CC=2C=CC=3C=CC=CC3C2C2=C1C=CC=C2 (5-bromobenzo[c]phenanthrene). The solvent is CCCCCC (n-hexane), C1CCOC1 (THF). Run at time 2 hour. Product: C1=CC=CC=2C(=CC=3C=CC=4C=CC=CC4C3C21)B(O)O (benzo[c]phenanthrene-5-boronic acid). As a reaction SMILES: Br[C:2]1[C:15]2[CH:16]=[CH:17][CH:18]=[CH:19][C:14]=2[C:13]2[C:12]3[CH:11]=[CH:10][CH:9]=[CH:8][C:7]=3[CH:6]=[CH:5][C:4]=2[CH:3]=1.[B:20](OC)([O:23]C)[O:21]C.O>CCCCCC.C1COCC1>[CH:19]1[C:14]2[C:13]3[C:12]4[CH:11]=[CH:10][CH:9]=[CH:8][C:7]=4[CH:6]=[CH:5][C:4]=3[CH:3]=[C:2]([B:20]([OH:23])[OH:21])[C:15]=2[CH:16]=[CH:17][CH:18]=1. Procedure details: 52 ml (130 mmol) of n-buthyllithium (2.5 M in n-hexane) are added dropwise to a suspension of 30.7 g (100 mmol) of 5-bromobenzo[c]phenanthrene in 1000 ml of THF at −78° C. with vigorous stirring, and the mixture is stirred for a further 2 h. 16.7 ml (150 mmol) of trimethyl borate are added to the red solution in one portion with vigorous stirring, the mixture is stirred at −78° C. for a further 30 min., then warmed to room temperature over the course of 3 h, 300 ml of water are added, and the mi... Starting materials: NC=1C(N(C(N(C1N)CCC)=O)CCC)=O (5,6-diamino-1,3-dipropyluracil), COC1=CC(=C(C=CC(=O)O)C=C1C)C (4-methoxy-2,5-dimethylcinnamic acid). Yields the product COC1=CC(=C(/C=C/C2=NC=3N(C(N(C(C3N2)=O)CCC)=O)CCC)C=C1C)C ((E)-8-(4-Methoxy-2,5-dimethylstyryl)-1,3-dipropylxanthine). Yield: 45.0%. Reaction SMILES: [NH2:1][C:2]1[C:3](=[O:16])[N:4]([CH2:13][CH2:14][CH3:15])[C:5](=[O:12])[N:6]([CH2:9][CH2:10][CH3:11])[C:7]=1[NH2:8].[CH3:17][O:18][C:19]1[C:29]([CH3:30])=[CH:28][C:22]([CH:23]=[CH:24][C:25](O)=O)=[C:21]([CH3:31])[CH:20]=1>>[CH3:17][O:18][C:19]1[C:29]([CH3:30])=[CH:28][C:22](/[CH:23]=[CH:24]/[C:25]2[NH:1][C:2]3[C:3](=[O:16])[N:4]([CH2:13][CH2:14][CH3:15])[C:5](=[O:12])[N:6]([CH2:9][CH2:10][CH3:11])[C:7]=3[N:8]=2)=[C:21]([CH3:31])[CH:20]=1. Procedure: Substantially the same procedure as in Reference Example 1 was repeated using 2.5 g (11.1 mmol) of 5,6-diamino-1,3-dipropyluracil and 2.51 g (12.17 mmol) of 4-methoxy-2,5-dimethylcinnamic acid. Then, the resultant crude crystals were recrystallized from ethanol/water to give 1.98 g (yield 45%) of Compound 44 as white crystals. Starting materials: COC1=CC=C2C(=CC=NC2=C1)OCC1=NN=C2N1N=C(C=C2)C2=CC=C(S2)C(=O)O (5-(3-((7-methoxyquinolin-4-yloxy)methyl)-[1,2,4]triazolo[4,3-b]pyridazin-6-yl)thiophene-2-carboxylic acid), S(=O)(Cl)Cl (thionyl chloride). Reagents/catalysts: CN(C)C=O (DMF). Run in ClCCl (dichloromethane). Conditions: time 3 hour. Product: COC1=CC=C2C(=CC=NC2=C1)OCC1=NN=C2N1N=C(C=C2)C2=CC=C(S2)C(=O)Cl (5-(3-((7-methoxyquinolin-4-yloxy)methyl)-[1,2,4]triazolo[4,3-b]pyridazin-6-yl)thiophene-2-carbonyl chloride). Reaction SMILES: [CH3:1][O:2][C:3]1[CH:12]=[C:11]2[C:6]([C:7]([O:13][CH2:14][C:15]3[N:19]4[N:20]=[C:21]([C:24]5[S:28][C:27]([C:29]([OH:31])=O)=[CH:26][CH:25]=5)[CH:22]=[CH:23][C:18]4=[N:17][N:16]=3)=[CH:8][CH:9]=[N:10]2)=[CH:5][CH:4]=1.S(Cl)([Cl:34])=O>ClCCl.CN(C=O)C>[CH3:1][O:2][C:3]1[CH:12]=[C:11]2[C:6]([C:7]([O:13][CH2:14][C:15]3[N:19]4[N:20]=[C:21]([C:24]5[S:28][C:27]([C:29]([Cl:34])=[O:31])=[CH:26][CH:25]=5)[CH:22]=[CH:23][C:18]4=[N:17][N:16]=3)=[CH:8][CH:9]=[N:10]2)=[CH:5][CH:4]=1. Reported procedure: To a suspension of 5-(3-((7-methoxyquinolin-4-yloxy)methyl)-[1,2,4]triazolo[4,3-b]pyridazin-6-yl)thiophene-2-carboxylic acid (prepared according to general method A) (0.500 g, 1.15 mmol) in dichloromethane at 0° C. was added thionyl chloride (1.26 ml, 17.3 mmol) dropwise. Three drops DMF were added and the solution was stirred at room temp for three hours. The solution was concentrated to a brown residue and taken forward without further purification. Starting materials: ClC=1C=NN(C1C=1C=C2CN(C(C2=CC1)=O)[C@H](C=O)CC1=CC(=CC=C1)F)C ((2S)-2-[5-(4-chloro-1-methyl-1H-pyrazol-5-yl)-1-oxo-1,3-dihydro-2H-isoindol-2-yl]-3-(3-fluorophenyl)propanal), CN (methylamine), C(C)(=O)O[BH-](OC(C)=O)OC(C)=O.[Na+] (sodium triacetoxyborohydride). Run in O1CCCC1 (tetrahydrofuran). Run at time 8 hour. Yields the product ClC=1C=NN(C1C=1C=C2CN(C(C2=CC1)=O)[C@H](CNC)CC1=CC(=CC=C1)F)C (5-(4-chloro-1-methyl-1H-pyrazol-5-yl)-2-[(1S)-1-(3-fluorobenzyl)-2-(methylamino)ethyl]isoindolin-1-one). Reaction SMILES: [Cl:1][C:2]1[CH:3]=[N:4][N:5]([CH3:28])[C:6]=1[C:7]1[CH:8]=[C:9]2[C:13](=[CH:14][CH:15]=1)[C:12](=[O:16])[N:11]([C@@H:17]([CH2:20][C:21]1[CH:26]=[CH:25][CH:24]=[C:23]([F:27])[CH:22]=1)[CH:18]=O)[CH2:10]2.[CH3:29][NH2:30].C(O[BH-](OC(=O)C)OC(=O)C)(=O)C.[Na+]>O1CCCC1>[Cl:1][C:2]1[CH:3]=[N:4][N:5]([CH3:28])[C:6]=1[C:7]1[CH:8]=[C:9]2[C:13](=[CH:14][CH:15]=1)[C:12](=[O:16])[N:11]([C@@H:17]([CH2:20][C:21]1[CH:26]=[CH:25][CH:24]=[C:23]([F:27])[CH:22]=1)[CH2:18][NH:30][CH3:29])[CH2:10]2 |f:2.3|. Procedure details: A mixture of (2S)-2-[5-(4-chloro-1-methyl-1H-pyrazol-5-yl)-1-oxo-1,3-dihydro-2H-isoindol-2-yl]-3-(3-fluorophenyl)propanal (40.0 mg, 0.100 mmol), methylamine (20.3 μL, 0.151 mmol) and sodium triacetoxyborohydride (42.6 mg, 0.201 mmol) in tetrahydrofuran (1 mL) was stirred at room temperature overnight. Direct purification on prep.—HPLC (pH=10) gave the desired product as white solid. LC-MS found: 413.1 (M+H)+.